This data is from the Open Reaction Database (ORD), a public repository of structured organic reaction records. The task is: describe an organic reaction: reactants, conditions, products, and yield Starting materials: CC#N, CC(C)S(=O)(=O)c1ccc(Oc2ccc([N+](=O)[O-])c([N+](=O)[O-])c2)c(Cl)c1, CC(N)CC#N. Yields the product CC(CC#N)Nc1cc(Oc2ccc(S(=O)(=O)C(C)C)cc2Cl)ccc1[N+](=O)[O-]. RXN SMILES: [CH3:33][C:34]#[N:35].[Cl:1][c:2]1[c:3]([O:14][c:15]2[cH:16][c:17]([N+:24]([O-:25])=[O:26])[c:18]([N+:21](=[O:22])[O-:23])[cH:19][cH:20]2)[cH:4][cH:5][c:6]([S:8](=[O:9])(=[O:10])[CH:11]([CH3:12])[CH3:13])[cH:7]1.[NH2:27][CH:28]([CH2:29][C:30]#[N:31])[CH3:32]>>[Cl:1][c:2]1[c:3]([O:14][c:15]2[cH:16][c:17]([NH:24][CH:28]([CH2:29][C:30]#[N:31])[CH3:32])[c:18]([N+:21](=[O:22])[O-:23])[cH:19][cH:20]2)[cH:4][cH:5][c:6]([S:8](=[O:9])(=[O:10])[CH:11]([CH3:12])[CH3:13])[cH:7]1. The reactants are CC[N+](CC)(CC)CC, CC#N, [Cl-], O=P(Cl)(Cl)Cl, Nc1nc2nc[nH]c2c(=O)[nH]1. The product is Nc1nc(Cl)c2[nH]cnc2n1. RXN SMILES: [CH2:18]([N+:19]([CH2:20][CH3:21])([CH2:22][CH3:23])[CH2:24][CH3:25])[CH3:26].[CH3:27][C:28]#[N:29].[Cl-:17].[P:12]([Cl:13])([Cl:14])([Cl:15])=[O:16].[nH:1]1[c:2]([NH2:3])[n:4][c:5]2[n:6][cH:7][nH:8][c:9]2[c:10]1=[O:11]>>[n:1]1[c:2]([NH2:3])[n:4][c:5]2[n:6][cH:7][nH:8][c:9]2[c:10]1[Cl:14].